From a dataset of the Open Reaction Database (ORD), a public repository of structured organic reaction records. describe an organic reaction: reactants, conditions, products, and yield Reactants: FC1=C(C(=CC=C1)F)B(O)O (2,6-difluorophenyl boronic acid), BrC=1C=C2[C@H]3[C@@H](N4C2=C(C1)CSCC4)CCN(C3)C(=O)OC(C)(C)C (tert-butyl (7bR,11aS)-6-bromo-1,2,7b,10,11,11a-hexahydro-4H-pyrido[4,3-b][1,4]thiazepino[6,5,4-hi]indole-9(8H)-carboxylate). Yields the product FC1=C(C(=CC=C1)F)C=1C=C2C3C(N4C2=C(C1)CSCC4)CCNC3 (6-(2,6-difluorophenyl)-1,2,7b,8,9,10,11,11a-octahydro-4H-pyrido[4,3-b][1,4]thiazepino[6,5,4-hi]indole). Reaction SMILES: [F:1][C:2]1[CH:7]=[CH:6][CH:5]=[C:4]([F:8])[C:3]=1B(O)O.Br[C:13]1[CH:14]=[C:15]2[C:19]3=[C:20]([CH2:22][S:23][CH2:24][CH2:25][N:18]3[C@H:17]3[CH2:26][CH2:27][N:28](C(OC(C)(C)C)=O)[CH2:29][C@@H:16]23)[CH:21]=1>>[F:1][C:2]1[CH:7]=[CH:6][CH:5]=[C:4]([F:8])[C:3]=1[C:13]1[CH:14]=[C:15]2[C:19]3=[C:20]([CH2:22][S:23][CH2:24][CH2:25][N:18]3[CH:17]3[CH2:26][CH2:27][NH:28][CH2:29][CH:16]23)[CH:21]=1. Procedure: Using 2,6-difluorophenyl boronic acid and following the procedures described in EXAMPLE 9, tert-butyl (7bR,11aS)-6-bromo-1,2,7b,10,11,11a-hexahydro-4H-pyrido[4,3-b][1,4]thiazepino[6,5,4-hi]indole-9(8H)-carboxylate was converted into the title compound of EXAMPLE 14. 1H NMR (CDCl3, 300 MHz): δ 7.19 (m, 1H), 6.93 (m, 2H), 6.83 (m, 3H), 3.81 (m, 2H), 3.59 (m, 1H), 3.41 (m, 1H), 3.21 (m, 2H), 3.0 (m, 2H), 2.82 (m, 3H), 2.60 (m, 1H), 1.80 (m, 2H). LRMS (ES+): 359 (M+H)+. Starting materials: B (borane), BrC=1C(=NC=CC1)C#N (3-bromo-2-cyanopyridine), Cl (hydrochloric acid). Run in C1CCOC1 (THF). Conditions: temperature 0 celsius, time 45 minute. The product is Cl.BrC=1C(=NC=CC1)CN (1-(3-bromopyridin-2-yl)methanamine hydrochloride). Isolated yield 132.2%. Reaction SMILES: [Br:1][C:2]1[C:3]([C:8]#[N:9])=[N:4][CH:5]=[CH:6][CH:7]=1.B.[ClH:11]>C1COCC1>[ClH:11].[Br:1][C:2]1[C:3]([CH2:8][NH2:9])=[N:4][CH:5]=[CH:6][CH:7]=1 |f:4.5|. Reported procedure: To a cooled (0° C.) solution of 3-bromo-2-cyanopyridine (975.0 mg, 5.328 mmol) in THF (30 mL) was added borane (1.0 M in THF, 27.0 mL, 27.0 mmol) slowly via addition funnel over the course of 15 min. The reaction was stirred at 0° C. for 45 min and then warmed to RT for 17 h. After cooling to 0° C., the reaction was quenched with methanol (35 mL) and concentrated. The residue was dissolved in dichloromethane (6 mL) and charged with hydrochloric acid (4.0 M in 1,4-dioxane, 5 mL, 20 mmol) and then... Reactants: CS(=O)(=O)OCCOC1=NNC2=NC=NC(=C21)NC2=CC(=C(C=C2)OCC2=NC=CC=C2)OC (2-[(4-{[3-methoxy-4-(pyridin-2-ylmethoxy)phenyl]amino}-1H-pyrazolo[3,4-d]pyrimidin-3-yl)oxy]ethyl methanesulfonate), N1CCCC1 (pyrrolidine). Product: COC=1C=C(C=CC1OCC1=NC=CC=C1)NC1=C2C(=NC=N1)NN=C2OCCN2CCCC2 (N-[3-methoxy-4-(pyridin-2-ylmethoxy)phenyl]-3-(2-pyrrolidin-1-ylethoxy)-1H-pyrazolo[3,4-d]pyrimidin-4-amine). Isolated yield 61.0%. Reaction SMILES: CS(O[CH2:6][CH2:7][O:8][C:9]1[C:17]2[C:12](=[N:13][CH:14]=[N:15][C:16]=2[NH:18][C:19]2[CH:24]=[CH:23][C:22]([O:25][CH2:26][C:27]3[CH:32]=[CH:31][CH:30]=[CH:29][N:28]=3)=[C:21]([O:33][CH3:34])[CH:20]=2)[NH:11][N:10]=1)(=O)=O.[NH:35]1[CH2:39][CH2:38][CH2:37][CH2:36]1>>[CH3:34][O:33][C:21]1[CH:20]=[C:19]([NH:18][C:16]2[N:15]=[CH:14][N:13]=[C:12]3[NH:11][N:10]=[C:9]([O:8][CH2:7][CH2:6][N:35]4[CH2:39][CH2:38][CH2:37][CH2:36]4)[C:17]=23)[CH:24]=[CH:23][C:22]=1[O:25][CH2:26][C:27]1[CH:32]=[CH:31][CH:30]=[CH:29][N:28]=1. Procedure: The procedure described in Example 55 was repeated using 2-[(4-{[3-methoxy-4-(pyridin-2-ylmethoxy)phenyl]amino}-1H-pyrazolo[3,4-d]pyrimidin-3-yl)oxy]ethyl methanesulfonate (prepared as described in Example 18) and pyrrolidine to give the title compound in 61% yield; NMR Spectrum: 1.65 (s, 4H), 2.54 (s, 4H), 2.87 (t, 2H), 3.82 (s, 3H), 4.42 (t, 2H), 5.16 (s, 2H), 7.02 (d, 1H), 7.20 (dd, 1H), 7.36 (t+d, 2H), 7.54 (d, 1H), 7.85 (td, 1H), 8.25 (s, 1H), 8.48 (s, 1H), 8.58 (d, 1H); Mass Spectrum: 462 ... Starting materials: NC=1C=CC=2C3=CC=CC=C3C(C3=CC=CC1C23)=O (3-aminobenzanthrone), S(O)(O)(=O)=O (sulfuric acid), 2g, N(=O)[O-].[Na+] (NaNO2). The solvent is ice, O (water), O (water). The product is diazonium salt, C1=CC=C2C=CC=C3C(=O)C4=CC=CC=C4C1=C23 (benzanthrone). As a reaction SMILES: N[C:2]1[CH:3]=[CH:4][C:5]2[C:6]3[C:11]([C:12](=[O:19])[C:13]4[C:18]=2[C:17]=1[CH:16]=[CH:15][CH:14]=4)=[CH:10][CH:9]=[CH:8][CH:7]=3.S(=O)(=O)(O)O.N([O-])=O.[Na+]>O>[CH:4]1[C:5]2=[C:18]3[C:13]([C:12]([C:11]4[C:6]2=[CH:7][CH:8]=[CH:9][CH:10]=4)=[O:19])=[CH:14][CH:15]=[CH:16][C:17]3=[CH:2][CH:3]=1 |f:2.3|. Procedure: A 2 g amount of 3-aminobenzanthrone was dissolved in a mixture of 60 g of ice, 60 g of water and 15 ml of conc-sulfuric acid to obtain a solution. A solution of 2g of NaNO2 in 10 ml of water was gradually added to the solution. The mixture was stirred to react the components in order to obtain a diazonium salt of benzanthrone. The diazonium salt was gradually added to a solution of 5 g of KI in 10 ml of water and a small amount of copper powder was added to the solution. The mixture was heated t...